From a dataset of the Open Reaction Database (ORD), a public repository of structured organic reaction records. describe an organic reaction: reactants, conditions, products, and yield The reactants are COc1cccc(CN)c1, CCO, FC(F)(F)c1cc(Cl)nc(-c2cccnc2)n1. Product: COc1cccc(CNc2cc(C(F)(F)F)nc(-c3cccnc3)n2)c1. Reaction SMILES: [CH3:18][O:19][c:20]1[cH:21][c:22]([CH2:23][NH2:24])[cH:25][cH:26][cH:27]1.[CH3:28][CH2:29][OH:30].[Cl:1][c:2]1[n:3][c:4](-[c:12]2[cH:13][n:14][cH:15][cH:16][cH:17]2)[n:5][c:6]([C:8]([F:9])([F:10])[F:11])[cH:7]1>>[c:2]1([NH:24][CH2:23][c:22]2[cH:21][c:20]([O:19][CH3:18])[cH:27][cH:26][cH:25]2)[n:3][c:4](-[c:12]2[cH:13][n:14][cH:15][cH:16][cH:17]2)[n:5][c:6]([C:8]([F:9])([F:10])[F:11])[cH:7]1. Starting materials: CC1=CC=C(C=C1)S (4-methylthiophenol), C([O-])([O-])=O.[K+].[K+] (potassium carbonate), CN(C=O)C (N,N-dimethylformamide), BrCCCCCCCCCCCC (1-bromododecane). Solvent: C(C)(=O)OCC (ethyl acetate). Product: CSC1=CC=C(C=C1)OCCCCCCCCCCCC (Dodecyl 4-Methylthiophenyl Ether). Reaction SMILES: C[C:2]1[CH:7]=[CH:6][C:5]([SH:8])=[CH:4][CH:3]=1.[C:9](=[O:12])([O-])[O-].[K+].[K+].[CH3:15]N(C)C=O.Br[CH2:21][CH2:22][CH2:23][CH2:24][CH2:25][CH2:26][CH2:27][CH2:28][CH2:29][CH2:30][CH2:31]C>C(OCC)(=O)C>[CH3:15][S:8][C:5]1[CH:4]=[CH:3][C:2]([O:12][CH2:9][CH2:31][CH2:30][CH2:29][CH2:28][CH2:27][CH2:26][CH2:25][CH2:24][CH2:23][CH2:22][CH3:21])=[CH:7][CH:6]=1 |f:1.2.3|. Procedure details: A mixture of 50.9 g of 4-methylthiophenol, 125 g of potassium carbonate and 300 ml of N,N-dimethylformamide was heated and stirred in a nitrogen steam on a steam bath. And 90.5 g of 1-bromododecane was dropwise added to the mixture over a 1-hour period. After the conclusion of the addition, the reaction mixture was stirred for 3 hours and to the solution ethyl acetate was added, and filtration and washing were conducted. The ethyl acetate solution was concentrated and to the residue methanol was... Reactants: O=C([O-])[O-], CS(C)=O, CC(C)Oc1cc(F)ccc1[N+](=O)[O-], CNCc1ccc(F)cc1, [K+], [K+], O. The product is CC(C)Oc1cc(N(C)Cc2ccc(F)cc2)ccc1[N+](=O)[O-]. RXN SMILES: [C:15](=[O:16])([O-:17])[O-:18].[CH3:32][S:33]([CH3:34])=[O:35].[F:1][c:2]1[cH:3][c:4]([O:11][CH:12]([CH3:13])[CH3:14])[c:5]([N+:8](=[O:9])[O-:10])[cH:6][cH:7]1.[F:21][c:22]1[cH:23][cH:24][c:25]([CH2:26][NH:27][CH3:28])[cH:29][cH:30]1.[K+:19].[K+:20].[OH2:31]>>[c:2]1([N:27]([CH2:26][c:25]2[cH:24][cH:23][c:22]([F:21])[cH:30][cH:29]2)[CH3:28])[cH:3][c:4]([O:11][CH:12]([CH3:13])[CH3:14])[c:5]([N+:8](=[O:9])[O-:10])[cH:6][cH:7]1. The reactants are CN(CCN(C(CC1=CC=C(C=C1)NC(OCC1=CC=CC=C1)=O)=O)C)C (benzyl 4-(2-((2-(dimethylamino)ethyl)(methyl)amino)-2-oxoethyl)phenylcarbamate). The reagents and catalysts are [Pd] (Pd-C). Run in C(C)O (ethanol). Run at time 1 hour. Product: NC1=CC=C(C=C1)CC(=O)N(C)CCN(C)C (2-(4-Aminophenyl)-N-(2-(dimethylamino)ethyl)-N-methylacetamide). Yield: 96.4%. RXN SMILES: [CH3:1][N:2]([CH3:27])[CH2:3][CH2:4][N:5]([CH3:26])[C:6](=[O:25])[CH2:7][C:8]1[CH:13]=[CH:12][C:11]([NH:14]C(=O)OCC2C=CC=CC=2)=[CH:10][CH:9]=1>C(O)C.[Pd]>[NH2:14][C:11]1[CH:10]=[CH:9][C:8]([CH2:7][C:6]([N:5]([CH2:4][CH2:3][N:2]([CH3:1])[CH3:27])[CH3:26])=[O:25])=[CH:13][CH:12]=1. Reported procedure: To a solution of benzyl 4-(2-((2-(dimethylamino)ethyl)(methyl)amino)-2-oxoethyl)phenylcarbamate (0.7 g) in ethanol (10 ml) was added 10% Pd-C (0.2 g). The reaction mixture was hydrogenated under atmospheric pressure at room temperature for one hr. The catalyst was removed by filtration and the filtrate was concentrated to obtain the titled compound (0.43 g).